Dataset: the Open Reaction Database (ORD), a public repository of structured organic reaction records. Task: describe an organic reaction: reactants, conditions, products, and yield Starting materials: IC1=CN(C=2C=NN(C(C21)=O)COCC[Si](C)(C)C)COCC[Si](C)(C)C (3-iodo-1,5-bis(2-trimethylsilylethoxymethyl)-1,5-dihydropyrrolo[2,3-d]pyridazin-4-one), BrC1=CN(C=2C=NN(C(C21)=O)COCC[Si](C)(C)C)COCC[Si](C)(C)C (3-bromo-1,5-bis(2-trimethylsilylethoxymethyl)-1,5-dihydropyrrolo[2,3-d]pyridazin-4-one), C1(CCCCC1)P(C1CCCCC1)C1CCCCC1 (tricyclohexylphosphine). Product: C1(CC1)C1=CN(C=2C=NN(C(C21)=O)COCC[Si](C)(C)C)COCC[Si](C)(C)C (3-Cyclopropyl-1,5-bis(2-trimethylsilylethoxymethyl)-1,5-dihydropyrrolo[2,3-d]pyridazin-4-one). Isolated yield 79.0%. As a reaction SMILES: I[C:2]1[C:10]2[C:9](=[O:11])[N:8]([CH2:12][O:13][CH2:14][CH2:15][Si:16]([CH3:19])([CH3:18])[CH3:17])[N:7]=[CH:6][C:5]=2[N:4]([CH2:20][O:21][CH2:22][CH2:23][Si:24]([CH3:27])([CH3:26])[CH3:25])[CH:3]=1.Br[C:29]1[C:37]2C(=O)N(COCC[Si](C)(C)C)N=C[C:32]=2N(COCC[Si](C)(C)C)C=1.C1(P(C2CCCCC2)C2CCCCC2)CCCCC1>>[CH:29]1([C:2]2[C:10]3[C:9](=[O:11])[N:8]([CH2:12][O:13][CH2:14][CH2:15][Si:16]([CH3:19])([CH3:18])[CH3:17])[N:7]=[CH:6][C:5]=3[N:4]([CH2:20][O:21][CH2:22][CH2:23][Si:24]([CH3:27])([CH3:26])[CH3:25])[CH:3]=2)[CH2:37][CH2:32]1. Procedure details: Reaction and post treatment were carried out in the same manner as in Reference example 20-(b) except for using 7.00 g (purity: 78.4%, 10.5 mmol) of 3-iodo-1,5-bis(2-trimethylsilylethoxymethyl)-1,5-dihydropyrrolo[2,3-d]pyridazin-4-one obtained in Reference example 18-(b) in place of 3-bromo-1,5-bis(2-trimethylsilylethoxymethyl)-1,5-dihydropyrrolo[2,3-d]pyridazin-4-one, and using 589 mg (2.10 mmol) of tricyclohexylphosphine in place of butyl-di-1-adamantylphosphine, respectively, whereby 3.60 g o... The reactants are C(CCC)C=1N(C(N(N1)C1=C(C=CC=C1)Cl)=O)CC1=CC(=C(C=C1)OC(C1=CC=CC=C1)C(=O)OC)CCC (5-Butyl-4-[4-[(1-carbomethoxy)(1-phenyl)methoxy]-3-propylphenyl]methyl-2-(2-chlorophenyl)-2,4-dihydro-3H-1,2,4-triazol-3-one). The solvent is C(Cl)Cl.CO (CH2Cl2 MeOH). Yields the product C(CCC)C=1N(C(N(N1)C1=C(C=CC=C1)Cl)=O)CC1=CC(=C(C=C1)OC(C1=CC=CC=C1)C(=O)O)CCC (5-butyl-4-[4-[(1-carboxy)(1-phenyl)methoxy]-3-propylphenyl]methyl-2-(2-chlorophenyl)-2,4-dihydro-3H-1,2,4-triazol-3-one). The yield is 50.0%. As a reaction SMILES: [CH2:1]([C:5]1[N:6]([CH2:18][C:19]2[CH:24]=[CH:23][C:22]([O:25][CH:26]([C:33]([O:35]C)=[O:34])[C:27]3[CH:32]=[CH:31][CH:30]=[CH:29][CH:28]=3)=[C:21]([CH2:37][CH2:38][CH3:39])[CH:20]=2)[C:7](=[O:17])[N:8]([C:10]2[CH:15]=[CH:14][CH:13]=[CH:12][C:11]=2[Cl:16])[N:9]=1)[CH2:2][CH2:3][CH3:4]>C(Cl)Cl.CO>[CH2:1]([C:5]1[N:6]([CH2:18][C:19]2[CH:24]=[CH:23][C:22]([O:25][CH:26]([C:33]([OH:35])=[O:34])[C:27]3[CH:32]=[CH:31][CH:30]=[CH:29][CH:28]=3)=[C:21]([CH2:37][CH2:38][CH3:39])[CH:20]=2)[C:7](=[O:17])[N:8]([C:10]2[CH:15]=[CH:14][CH:13]=[CH:12][C:11]=2[Cl:16])[N:9]=1)[CH2:2][CH2:3][CH3:4] |f:1.2|. Reported procedure: This compound was prepared from the product of Step A by the same procedure as for Example 7, Step E. After chromatographic purification, a 50% yield of the title compound was obtained, homogeneous on TLC (9:1 CH2Cl2 /MeOH). The reactants are CC(=O)c1cccc2oc(=O)[nH]c12, CI, CC(C)(C)[O-], CN(C)C=O, [K+]. Yields the product CC(=O)c1cccc2oc(=O)n(C)c12. Reaction SMILES: [C:1]([CH3:2])(=[O:3])[c:4]1[cH:5][cH:6][cH:7][c:8]2[c:9]1[nH:10][c:11](=[O:13])[o:12]2.[CH3:14][I:15].[CH3:16][C:17]([CH3:18])([O-:19])[CH3:20].[CH3:22][N:23]([CH3:24])[CH:25]=[O:26].[K+:21]>>[C:1]([CH3:2])(=[O:3])[c:4]1[cH:5][cH:6][cH:7][c:8]2[c:9]1[n:10]([CH3:16])[c:11](=[O:13])[o:12]2. Starting materials: CS(=O)(=O)Cl (Methanesulfonyl chloride), ClC=1C=C(C=CC1Cl)C1N(CCO[C@@H]1CCO)C(=O)C1CCC1 (2-[(2R)-(3,4-dichlorophenyl)-4-(cyclobutanecarbonyl)morpholin-2-yl]ethanol), Cl (hydrochloric acid). The reagents and catalysts are CN(C1=CC=NC=C1)C (4-dimethylaminopyridine). The solvent is N1=CC=CC=C1 (pyridine). Run at time 30 minute. Product: CS(=O)(=O)OCC[C@@H]1C(N(CCO1)C(=O)C1CCC1)C1=CC(=C(C=C1)Cl)Cl (2-[(2R)-(3,4-dichlorophenyl)-4-(cyclobutanecarbonyl)morpholin-2-yl]ethanol methanesulfonate). Isolated yield 95.8%. RXN SMILES: [CH3:1][S:2](Cl)(=[O:4])=[O:3].[Cl:6][C:7]1[CH:8]=[C:9]([CH:14]2[C@@H:19]([CH2:20][CH2:21][OH:22])[O:18][CH2:17][CH2:16][N:15]2[C:23]([CH:25]2[CH2:28][CH2:27][CH2:26]2)=[O:24])[CH:10]=[CH:11][C:12]=1[Cl:13].Cl>CN(C)C1C=CN=CC=1.N1C=CC=CC=1>[CH3:1][S:2]([O:22][CH2:21][CH2:20][C@H:19]1[O:18][CH2:17][CH2:16][N:15]([C:23]([CH:25]2[CH2:26][CH2:27][CH2:28]2)=[O:24])[CH:14]1[C:9]1[CH:10]=[CH:11][C:12]([Cl:13])=[C:7]([Cl:6])[CH:8]=1)(=[O:4])=[O:3]. Procedure details: Methanesulfonyl chloride (0.071 ml, 0.92 mmol) and 4-dimethylaminopyridine (catalytic amount) were added to a solution of 2-[(2R)-(3,4-dichlorophenyl)-4-(cyclobutanecarbonyl)morpholin-2-yl]ethanol (219 mg, 0.61 mmol), which was prepared in Example 1(a), in pyridine (2 ml) with ice-cooling under a nitrogen atmosphere. The mixture was stirred at the same temperature for 30 minutes. The reaction mixture was acidified with ice-cooled hydrochloric acid (10%) and extracted with ethyl acetate. The orga... The reactants are CCOC(C)=O, CCOC(=O)CC(=O)C(F)(F)F. Yields the product CCOC(=O)CC(O)C(F)(F)F. Reaction SMILES: [CH3:13][CH2:14][O:15][C:16](=[O:17])[CH3:18].[F:1][C:2]([C:3]([CH2:4][C:5](=[O:6])[O:7][CH2:8][CH3:9])=[O:10])([F:11])[F:12]>>[F:1][C:2]([CH:3]([CH2:4][C:5](=[O:6])[O:7][CH2:8][CH3:9])[OH:10])([F:11])[F:12].